The task is: describe an organic reaction: reactants, conditions, products, and yield. This data is from the Open Reaction Database (ORD), a public repository of structured organic reaction records. The reactants are Br, CCOC(=O)N1CCC(Nc2cc(Cl)ccc2[N+](=O)[O-])CC1. Product: Br, O=[N+]([O-])c1ccc(Cl)cc1NC1CCNCC1. RXN SMILES: [BrH:23].[C:1]([O:2][CH2:3][CH3:4])(=[O:5])[N:6]1[CH2:7][CH2:8][CH:9]([NH:12][c:13]2[c:14]([N+:20](=[O:21])[O-:22])[cH:15][cH:16][c:17]([Cl:19])[cH:18]2)[CH2:10][CH2:11]1>>[BrH:23].[NH:6]1[CH2:7][CH2:8][CH:9]([NH:12][c:13]2[c:14]([N+:20](=[O:21])[O-:22])[cH:15][cH:16][c:17]([Cl:19])[cH:18]2)[CH2:10][CH2:11]1. Starting materials: COC1=CC=C(COCCC2=CC(=NN2)N)C=C1 (5-(2-((4-methoxy-benzyl)oxy)-ethyl)-1H-pyrazol-3-amine). Run in C(=O)(C(F)(F)F)O (TFA). Product: NC1=NNC(=C1)CCO (2-(3-amino-1H-pyrazol-5-yl)ethanol). Yield: 30.6%. Reaction SMILES: COC1C=CC(C[O:8][CH2:9][CH2:10][C:11]2[NH:15][N:14]=[C:13]([NH2:16])[CH:12]=2)=CC=1>C(O)(C(F)(F)F)=O>[NH2:16][C:13]1[CH:12]=[C:11]([CH2:10][CH2:9][OH:8])[NH:15][N:14]=1. Procedure: A solution 5-(2-((4-methoxy-benzyl)oxy)-ethyl)-1H-pyrazol-3-amine (66 g, 334.4 mmol) in TFA (300 mL) was heated under reflux for 16 h. After being cooled to RT, the solvent was removed in vacuo, and the residue was partitioned between DCM (400 mL) and 2 N aqueous NaHCO3 (200 mL). The organic layer was separated and the aqueous layer was extracted with DCM (3×100 mL). The combined organic layers were washed with brine, dried (Na2SO4) and then concentrated in vacuo to afford 13 g (38%) of 2-(3-ami... Reactants: FC(C(=O)O)(F)F.C(C1=CC=CC=C1)N(C)CC(Cl)=C1CCN(CC1)C1=C(C=C2C(C(=CN(C2=C1OC)C1CC1)C(=O)O)=O)F (7-{4-[2-(N-Benzyl-N-methylamino)-1-chloroethylidene]piperidin-1-yl}-1-cyclopropyl-6-fluoro-8-methoxy-4-oxo-1,4-dihydro-quinoline-3-carboxylic acid trifluoroacetic acid salt), ClC(=O)OC(C)Cl (1-chloroethyl chloroformate). Run at time 5 minute. As a reaction SMILES: [F:1][C:2]([F:7])([F:6])[C:3]([OH:5])=[O:4].[CH2:8]([N:15]([CH2:17][C:18](=[C:20]1[CH2:25][CH2:24][N:23]([C:26]2[C:35]([O:36][CH3:37])=[C:34]3[C:29]([C:30](=[O:44])[C:31]([C:41]([OH:43])=[O:42])=[CH:32][N:33]3[CH:38]3[CH2:40][CH2:39]3)=[CH:28][C:27]=2[F:45])[CH2:22][CH2:21]1)[Cl:19])C)C1C=CC=CC=1.ClC(OC(Cl)C)=O>ClCCCl>[F:1][C:2]([F:7])([F:6])[C:3]([OH:5])=[O:4].[Cl:19][C:18](=[C:20]1[CH2:25][CH2:24][N:23]([C:26]2[C:35]([O:36][CH3:37])=[C:34]3[C:29]([C:30](=[O:44])[C:31]([C:41]([OH:43])=[O:42])=[CH:32][N:33]3[CH:38]3[CH2:40][CH2:39]3)=[CH:28][C:27]=2[F:45])[CH2:22][CH2:21]1)[CH2:17][NH:15][CH3:8] |f:0.1,4.5|. Yields the product FC(C(=O)O)(F)F.ClC(CNC)=C1CCN(CC1)C1=C(C=C2C(C(=CN(C2=C1OC)C1CC1)C(=O)O)=O)F (7-[4-(1-Chloro-2-methylaminoethylidene)piperidin-1-yl]-1-cyclopropyl-6-fluoro-8-methoxy-4-oxo-1,4-dihydroquinoline-3-carboxylic acid trifluoroacetic acid salt). Yield: 27.3%. Solvent: ClCCCl (1,2-dichloroethane). Procedure: A solution of 161 (160 mg, 0.24 mmol) was dissolved in 1,2-dichloroethane (4 mL) and was treated with 1-chloroethyl chloroformate (0.8 mL, 7.3 mmol) under nitrogen. After 5 min, the reaction mixture was warmed to reflux temperature and the reaction mixture was allowed to stir for 3 h. The resulting mixture was allowed to cool to room temperature, and then it was concentrated in vacuo. The residue was dissolved in tetrahydrofuran (5 mL), adjusted to pH>7 by the addition of NaHCO3 and water at roo... Reactants: FC(S(=O)(=O)OS(=O)(=O)C(F)(F)F)(F)F (Trifluoromethanesulfonic anhydride), C(C)(C)(C)OC(=O)N1CC2=CC=C(C=C2C1)O (2-(tert-butyloxycarbonyl)-5-hydroxy-2,3-dihydro-1H-isoindole). The solvent is C(C)N(CC)CC (triethylamine). Run at time 8 hour. Yields the product C(C)(C)(C)OC(=O)N1CC2=CC=C(C=C2C1)OS(=O)(=O)C(F)(F)F (2-(tert-butyloxycarbonyl)-5-trifluoromethanesulfonyloxy-2,3-dihydro-1H-isoindole). RXN SMILES: [F:1][C:2]([F:15])([F:14])[S:3]([O:6]S(C(F)(F)F)(=O)=O)(=[O:5])=[O:4].[C:16]([O:20][C:21]([N:23]1[CH2:31][C:30]2[C:25](=[CH:26][CH:27]=[C:28](O)[CH:29]=2)[CH2:24]1)=[O:22])([CH3:19])([CH3:18])[CH3:17]>C(N(CC)CC)C>[C:16]([O:20][C:21]([N:23]1[CH2:31][C:30]2[C:25](=[CH:26][CH:27]=[C:28]([O:6][S:3]([C:2]([F:15])([F:14])[F:1])(=[O:5])=[O:4])[CH:29]=2)[CH2:24]1)=[O:22])([CH3:19])([CH3:17])[CH3:18]. Procedure: Trifluoromethanesulfonic anhydride (9.6 ml) was added to a solution of 2-(tert-butyloxycarbonyl)-5-hydroxy-2,3-dihydro-1H-isoindole (12.2 g) and triethylamine (8.7 ml) at −20° C. under argon. The reaction was stirred overnight at room temperature, then the crude product isolated by extraction and chromatographed to give 2-(tert-butyloxycarbonyl)-5-trifluoromethanesulfonyloxy-2,3-dihydro-1H-isoindole (12.7 g), which was dissolved in DMF (180 ml). To this solution was added zinc cyanide (3.7 g) an...